This data is from the Open Reaction Database (ORD), a public repository of structured organic reaction records. The task is: describe an organic reaction: reactants, conditions, products, and yield Reactants: CC(=O)O, Cl, CCOC(=O)c1cn(-c2nc(N)c(F)cc2C)c2c(Cl)c(F)c(F)cc2c1=O, O. The product is Cc1cc(F)c(N)nc1-n1cc(C(=O)O)c(=O)c2cc(F)c(F)c(Cl)c21. Reaction SMILES: [CH3:2][C:3](=[O:4])[OH:5].[ClH:1].[NH2:6][c:7]1[c:8]([F:33])[cH:9][c:10]([CH3:32])[c:11](-[n:13]2[cH:14][c:15]([C:27](=[O:28])[O:29][CH2:30][CH3:31])[c:16](=[O:26])[c:17]3[cH:18][c:19]([F:25])[c:20]([F:24])[c:21]([Cl:23])[c:22]23)[n:12]1.[OH2:34]>>[NH2:6][c:7]1[c:8]([F:33])[cH:9][c:10]([CH3:32])[c:11](-[n:13]2[cH:14][c:15]([C:27](=[O:28])[OH:29])[c:16](=[O:26])[c:17]3[cH:18][c:19]([F:25])[c:20]([F:24])[c:21]([Cl:23])[c:22]23)[n:12]1. The reactants are Brc1cccnc1, CCO, Cc1ccccc1, O=Cc1ccc(OB(O)O)cc1, [Na+], [Na+], O=C([O-])[O-], O, c1ccc(P(c2ccccc2)(c2ccccc2)[Pd](P(c2ccccc2)(c2ccccc2)c2ccccc2)(P(c2ccccc2)(c2ccccc2)c2ccccc2)P(c2ccccc2)(c2ccccc2)c2ccccc2)cc1. Yields the product O=Cc1ccc(-c2cccnc2)cc1. Reaction SMILES: [Br:22][c:23]1[cH:24][n:25][cH:26][cH:27][cH:28]1.[CH3:19][CH2:20][OH:21].[CH3:29][c:30]1[cH:31][cH:32][cH:33][cH:34][cH:35]1.[CH:1](=[O:2])[c:3]1[cH:4][cH:5][c:6]([O:9][B:10]([OH:11])[OH:12])[cH:7][cH:8]1.[Na+:13].[Na+:14].[O-:15][C:16](=[O:17])[O-:18].[OH2:113].[cH:36]1[cH:37][cH:38][c:39]([P:40]([Pd:41]([P:42]([c:43]2[cH:44][cH:45][cH:46][cH:47][cH:48]2)([c:49]2[cH:50][cH:51][cH:52][cH:53][cH:54]2)[c:55]2[cH:56][cH:57][cH:58][cH:59][cH:60]2)([P:61]([c:62]2[cH:63][cH:64][cH:65][cH:66][cH:67]2)([c:68]2[cH:69][cH:70][cH:71][cH:72][cH:73]2)[c:74]2[cH:75][cH:76][cH:77][cH:78][cH:79]2)[P:80]([c:81]2[cH:82][cH:83][cH:84][cH:85][cH:86]2)([c:87]2[cH:88][cH:89][cH:90][cH:91][cH:92]2)[c:93]2[cH:94][cH:95][cH:96][cH:97][cH:98]2)([c:99]2[cH:100][cH:101][cH:102][cH:103][cH:104]2)[c:105]2[cH:106][cH:107][cH:108][cH:109][cH:110]2)[cH:111][cH:112]1>>[CH:1](=[O:2])[c:3]1[cH:4][cH:5][c:6](-[c:23]2[cH:24][n:25][cH:26][cH:27][cH:28]2)[cH:7][cH:8]1. Reactants: C(C)C=1C=C2C(C=C(C(C2=CC1CC)=O)O)=O (6,7-diethyl-2-hydroxy-1,4-naphthoquinone), S(=O)(Cl)Cl (thionyl chloride). Yields the product ClC=1C(C2=CC(=C(C=C2C(C1)=O)CC)CC)=O (2-Chloro-6,7-diethyl-1,4-naphthoquinone). Reaction SMILES: [CH2:1]([C:3]1[CH:4]=[C:5]2[C:10](=[CH:11][C:12]=1[CH2:13][CH3:14])[C:9](=[O:15])[C:8](O)=[CH:7][C:6]2=[O:17])[CH3:2].S(Cl)([Cl:20])=O>>[Cl:20][C:8]1[C:9](=[O:15])[C:10]2[C:5]([C:6](=[O:17])[CH:7]=1)=[CH:4][C:3]([CH2:1][CH3:2])=[C:12]([CH2:13][CH3:14])[CH:11]=2. Reported procedure: A solution of 6,7-diethyl-2-hydroxy-1,4-naphthoquinone (22 g; 0.096 mole) in thionyl chloride (250 ml) was refluxed for 12 hours and the solvent removed in vacuo. Repeated evaporation with dry benzene gave an orange solid which after recrystallisation from ethanol in the presence of charcoal weighed 18.04 g (76%) and had m.p. 90°-92° C. (Found; C, 67.21; H, 5.39; Cl, 14.21; C14H13ClO2 requires; C, 67.61; H, 5.27; Cl, 14.26%). Starting materials: [BH3-]C#N, CC(=O)O, CNC1CN(Cc2ccccc2)CC1c1ccc(Cl)c(Cl)c1, CO, O=Cc1ccc(C(F)(F)F)c(F)c1, [Na+]. The product is CN(Cc1ccc(C(F)(F)F)c(F)c1)C1CN(Cc2ccccc2)CC1c1ccc(Cl)c(Cl)c1. As a reaction SMILES: [C:36]([BH3-:37])#[N:38].[C:42]([OH:43])(=[O:44])[CH3:45].[CH2:1]([c:2]1[cH:3][cH:4][cH:5][cH:6][cH:7]1)[N:8]1[CH2:9][CH:10]([NH:21][CH3:22])[CH:11]([c:13]2[cH:14][c:15]([Cl:20])[c:16]([Cl:19])[cH:17][cH:18]2)[CH2:12]1.[CH3:40][OH:41].[F:23][c:24]1[cH:25][c:26]([CH:27]=[O:28])[cH:29][cH:30][c:31]1[C:32]([F:33])([F:34])[F:35].[Na+:39]>>[CH2:1]([c:2]1[cH:3][cH:4][cH:5][cH:6][cH:7]1)[N:8]1[CH2:9][CH:10]([N:21]([CH3:22])[CH2:27][c:26]2[cH:25][c:24]([F:23])[c:31]([C:32]([F:33])([F:34])[F:35])[cH:30][cH:29]2)[CH:11]([c:13]2[cH:14][c:15]([Cl:20])[c:16]([Cl:19])[cH:17][cH:18]2)[CH2:12]1. Reactants: CO, Cl, CC(C)(C)OC(=O)N1CCC(Oc2ccn(-c3cccnc3)c(=O)c2)CC1. Product: Cl, O=c1cc(OC2CCNCC2)ccn1-c1cccnc1. As a reaction SMILES: [CH3:29][OH:30].[ClH:28].[O:1]=[c:2]1[n:3](-[c:22]2[cH:23][n:24][cH:25][cH:26][cH:27]2)[cH:4][cH:5][c:6]([O:8][CH:9]2[CH2:10][CH2:11][N:12]([C:15]([O:16][C:17]([CH3:18])([CH3:19])[CH3:20])=[O:21])[CH2:13][CH2:14]2)[cH:7]1>>[ClH:28].[O:1]=[c:2]1[n:3](-[c:22]2[cH:23][n:24][cH:25][cH:26][cH:27]2)[cH:4][cH:5][c:6]([O:8][CH:9]2[CH2:10][CH2:11][NH:12][CH2:13][CH2:14]2)[cH:7]1. The reactants are BrB(Br)Br, ClCCl, N#CCc1ccc2c(c1)OCO2, O. Product: N#CCc1ccc(O)c(O)c1. RXN SMILES: [B:13]([Br:14])([Br:15])[Br:16].[Cl:18][CH2:19][Cl:20].[O:1]1[CH2:2][O:3][c:4]2[c:5]1[cH:6][cH:7][c:8]([CH2:10][C:11]#[N:12])[cH:9]2.[OH2:17]>>[OH:1][c:5]1[c:4]([OH:3])[cH:9][c:8]([CH2:10][C:11]#[N:12])[cH:7][cH:6]1.